From a dataset of the Open Reaction Database (ORD), a public repository of structured organic reaction records. describe an organic reaction: reactants, conditions, products, and yield Starting materials: Cc1ccccc1, COCCO[AlH2-]OCCOC, CCOC(=O)c1c(N)nc(C)c(C(=O)OC)c1-c1ccc2c(c1)CCCO2, [Na+], C1CCOC1. Product: COC(=O)c1c(C)nc(N)c(CO)c1-c1ccc2c(c1)CCCO2. As a reaction SMILES: [CH3:13][c:14]1[cH:15][cH:16][cH:17][cH:18][cH:19]1.[CH3:2][O:3][CH2:4][CH2:5][O:6][AlH2-:7][O:8][CH2:9][CH2:10][O:11][CH3:12].[NH2:20][c:21]1[n:22][c:23]([CH3:46])[c:24]([C:42](=[O:43])[O:44][CH3:45])[c:25](-[c:32]2[cH:33][c:34]3[c:39]([cH:40][cH:41]2)[O:38][CH2:37][CH2:36][CH2:35]3)[c:26]1[C:27](=[O:28])[O:29][CH2:30][CH3:31].[Na+:1].[O:47]1[CH2:48][CH2:49][CH2:50][CH2:51]1>>[NH2:20][c:21]1[n:22][c:23]([CH3:46])[c:24]([C:42](=[O:43])[O:44][CH3:45])[c:25](-[c:32]2[cH:33][c:34]3[c:39]([cH:40][cH:41]2)[O:38][CH2:37][CH2:36][CH2:35]3)[c:26]1[CH2:27][OH:28]. Reactants: oil, CC1(O[C@H]2[C@H](N1C=1SC3=C(N1)C=CC(=C3)CNC3=NC=NC=C3N)CCCC2)C (N4-((2-((3aR,7aR)-2,2-dimethylhexahydrobenzo[d]oxazol-3(2H)-yl)benzo[d]thiazol-6-yl)methyl)pyrimidine-4,5-diamine), BrC=1C=C(C(=CC1OC)NCC1=CC2=C(N=C(S2)SC)C=C1)N (4-bromo-5-methoxy-N1-((2-(methylthio)benzo[d]thiazol-6-yl)methyl)benzene-1,2-diamine). The product is N1=CN=C2N(C=NC2=C1)CC1=CC2=C(N=C(S2)N2C(O[C@H]3[C@H]2CCCC3)(C)C)C=C1 ((3aR,7aR)-3-(6-((9H-Purin-9-yl)methyl)benzo[d]thiazol-2-yl)-2,2-dimethyloctahydrobenzo[d]oxazole). Reaction SMILES: [CH3:1][C:2]1([CH3:29])[N:6]([C:7]2[S:8][C:9]3[CH:15]=[C:14]([CH2:16][NH:17][C:18]4[C:23]([NH2:24])=[CH:22][N:21]=[CH:20][N:19]=4)[CH:13]=[CH:12][C:10]=3[N:11]=2)[C@@H:5]2[CH2:25][CH2:26][CH2:27][CH2:28][C@H:4]2[O:3]1.Br[C:31]1C=C(N)C(NCC2C=CC3N=C(SC)SC=3C=2)=CC=1OC>>[N:21]1[CH:22]=[C:23]2[C:18]([N:17]([CH2:16][C:14]3[CH:13]=[CH:12][C:10]4[N:11]=[C:7]([N:6]5[C@@H:5]6[CH2:25][CH2:26][CH2:27][CH2:28][C@H:4]6[O:3][C:2]5([CH3:29])[CH3:1])[S:8][C:9]=4[CH:15]=3)[CH:31]=[N:24]2)=[N:19][CH:20]=1. Procedure details: (3aR,7aR)-3-(6-((9H-Purin-9-yl)methyl)benzo[d]thiazol-2-yl)-2,2-dimethyloctahydrobenzo[d]oxazole was synthesized as an oil (220 mg) using a procedure analogous to that described in Step 3 of Example 41, substituting N4-((2-((3aR,7aR)-2,2-dimethylhexahydrobenzo[d]oxazol-3(2H)-yl)benzo[d]thiazol-6-yl)methyl)pyrimidine-4,5-diamine from Step 6 of this Example for 4-bromo-5-methoxy-N1-((2-(methylthio)benzo[d]thiazol-6-yl)methyl)benzene-1,2-diamine used in Example 41. LCMS (ESI) m/z 421 (M+H)+. Starting materials: C1(=CC=CC=C1)CC1=C(C=CC=C1)NC=O (N-[2-(phenylmethyl)phenyl]formamide), O=P12OP3(=O)OP(=O)(O1)OP(=O)(O2)O3 (P2O5), OP(=O)(O)O (H3PO4), C1(=CC=CC=C1)CC1=C(C=CC=C1)NC=O (N-[2-(phenylmethyl)phenyl]formamide), O=P(Cl)(Cl)Cl (POCl3). Solvent: CC=1C=CC(=CC1)C (p-Xylene). Conditions: time 15 minute. Yields the product C1=CC=CC=2N=CC3=C(CC21)C=CC=C3 (11H-dibenz[b,e]azepine). Yield: 4.1%. RXN SMILES: O=P12OP3(OP(OP(O3)(O1)=O)(=O)O2)=O.OP(O)(O)=O.O=P(Cl)(Cl)Cl.[C:25]1([CH2:31][C:32]2[CH:37]=[CH:36][CH:35]=[CH:34][C:33]=2[NH:38][CH:39]=O)[CH:30]=[CH:29][CH:28]=[CH:27][CH:26]=1>CC1C=CC(C)=CC=1>[CH:37]1[C:32]2[CH2:31][C:25]3[CH:30]=[CH:29][CH:28]=[CH:27][C:26]=3[CH:39]=[N:38][C:33]=2[CH:34]=[CH:35][CH:36]=1. Reported procedure: P2O5 (516.5 g) was added portionwise to H3PO4 (247.5 ml) and stirred under a N2 flow at room temperature. The mixture was stirred for 2 hours at 120° C., then cooled to 50° C. p-Xylene (1810 ml) was added, and stirring was continued for 15 minutes. POCl3 (83.3 g) was added, and stirring was continued for 10 minutes. N-[2-(phenylmethyl)phenyl]formamide (prepared as described in Helv. Chim. Acta 47(5) 1163-72 (1964)) (37.2 g) was added portionwise. The mixture was stirred for 30 minutes at 60°-70°... Reactants: CO, COC(=O)c1cc(C(=O)OC)cc([N+](=O)[O-])c1, Cl, O. The product is COC(=O)c1cc(N)cc(C(=O)OC)c1. As a reaction SMILES: [CH3:18][OH:19].[CH3:1][O:2][C:3](=[O:4])[c:5]1[cH:6][c:7]([C:14](=[O:15])[O:16][CH3:17])[cH:8][c:9]([N+:11]([O-:12])=[O:13])[cH:10]1.[ClH:20].[OH2:21]>>[CH3:1][O:2][C:3](=[O:4])[c:5]1[cH:6][c:7]([C:14](=[O:15])[O:16][CH3:17])[cH:8][c:9]([NH2:11])[cH:10]1. Starting materials: [Br-], CC(=O)C1CC1, CCOC(C)=O, CCOCC, Fc1ccc([Mg+])cc1, C1CCOC1, O. Yields the product CC(O)(c1ccc(F)cc1)C1CC1. As a reaction SMILES: [Br-:7].[C:1]([CH3:2])(=[O:3])[CH:4]1[CH2:5][CH2:6]1.[CH3:17][CH2:18][O:19][C:20](=[O:21])[CH3:22].[CH3:23][CH2:24][O:25][CH2:26][CH3:27].[F:8][c:9]1[cH:10][cH:11][c:12]([Mg+:15])[cH:13][cH:14]1.[O:28]1[CH2:29][CH2:30][CH2:31][CH2:32]1.[OH2:16]>>[C:1]([CH3:2])([OH:3])([CH:4]1[CH2:5][CH2:6]1)[c:12]1[cH:11][cH:10][c:9]([F:8])[cH:14][cH:13]1. Starting materials: [BH4-], CC(=O)O, C1CCOC1, Cl[Co]Cl, O=C1NC(=O)C(=Cc2ccc(OCC(O)c3ccccc3F)cc2)S1, [Na+], [Na+], [OH-], O, O, O, O, O, O, O, c1ccc(-c2ccccn2)nc1. The product is O=C1NC(=O)C(Cc2ccc(OCC(O)c3ccccc3F)cc2)S1. Reaction SMILES: [BH4-:40].[C:57]([OH:58])(=[O:59])[CH3:60].[CH2:42]1[O:43][CH2:44][CH2:45][CH2:46]1.[Co:54]([Cl:55])[Cl:56].[F:1][c:2]1[c:3]([CH:8]([CH2:9][O:10][c:11]2[cH:12][cH:13][c:14]([CH:15]=[C:16]3[C:17](=[O:22])[NH:18][C:19](=[O:21])[S:20]3)[cH:23][cH:24]2)[OH:25])[cH:4][cH:5][cH:6][cH:7]1.[Na+:27].[Na+:41].[OH-:26].[OH2:47].[OH2:48].[OH2:49].[OH2:50].[OH2:51].[OH2:52].[OH2:53].[n:28]1[cH:29][cH:30][cH:31][cH:32][c:33]1-[c:34]1[cH:35][cH:36][cH:37][cH:38][n:39]1>>[F:1][c:2]1[c:3]([CH:8]([CH2:9][O:10][c:11]2[cH:12][cH:13][c:14]([CH2:15][CH:16]3[C:17](=[O:22])[NH:18][C:19](=[O:21])[S:20]3)[cH:23][cH:24]2)[OH:25])[cH:4][cH:5][cH:6][cH:7]1. The reactants are CCNc1ncc2c(n1)N1CCCC1CN(CC1CCN(c3cncnc3)CC1)C2=O, CCN(C(C)C)C(C)C, ClCCl, O, O=C(Cl)c1ccco1. Yields the product CCNc1ncc2c(n1)N1CCCC1CN(CC1CCN(C(=O)c3ccco3)CC1)C2=O. Reaction SMILES: [CH2:1]([CH3:2])[NH:3][c:4]1[n:5][cH:6][c:7]2[c:8]([n:31]1)[N:9]1[CH2:10][CH2:11][CH2:12][CH:13]1[CH2:14][N:15]([CH2:18][CH:19]1[CH2:20][CH2:21][N:22]([c:25]3[cH:26][n:27][cH:28][n:29][cH:30]3)[CH2:23][CH2:24]1)[C:16]2=[O:17].[CH:32]([N:33]([CH2:34][CH3:35])[CH:36]([CH3:37])[CH3:38])([CH3:39])[CH3:40].[Cl:50][CH2:51][Cl:52].[OH2:49].[o:41]1[c:42]([C:46](=[O:47])[Cl:48])[cH:43][cH:44][cH:45]1>>[CH2:1]([CH3:2])[NH:3][c:4]1[n:5][cH:6][c:7]2[c:8]([n:31]1)[N:9]1[CH2:10][CH2:11][CH2:12][CH:13]1[CH2:14][N:15]([CH2:18][CH:19]1[CH2:20][CH2:21][N:22]([C:46]([c:42]3[o:41][cH:45][cH:44][cH:43]3)=[O:47])[CH2:23][CH2:24]1)[C:16]2=[O:17]. Starting materials: C=CCC1C=C(C)CC(C)CC(OC)C2OC(O)(C(=O)C(=O)N3CCCCC3C(=O)OC(C(C)=CC3(O[SiH](c4ccccc4)c4ccccc4)CCC(C(C)(C)C)C(OC)C3)C(C)C(OC(C)=O)CC1=O)C(C)CC2OC, O=C([O-])[O-], CCOCC, [K+], [K+], C1CCOC1. The product is C=CCC1C=C(C)CC(C)CC(OC)C2OC(O)(C(=O)C(=O)N3CCCCC3C(=O)OC(C(C)=CC3(O[SiH](c4ccccc4)c4ccccc4)CCC(C(C)(C)C)C(OC)C3)C(C)C=CC1=O)C(C)CC2OC. Reaction SMILES: [C:1]([O:2][CH:5]1[CH:6]([CH3:77])[CH:7]([C:48](=[CH:49][C:50]2([O:62][SiH:63]([c:64]3[cH:65][cH:66][cH:67][cH:68][cH:69]3)[c:70]3[cH:71][cH:72][cH:73][cH:74][cH:75]3)[CH2:51][CH:52]([O:60][CH3:61])[CH:53]([C:56]([CH3:57])([CH3:58])[CH3:59])[CH2:54][CH2:55]2)[CH3:76])[O:8][C:9](=[O:47])[CH:10]2[CH2:11][CH2:12][CH2:13][CH2:14][N:15]2[C:16](=[O:46])[C:17](=[O:45])[C:18]2([OH:44])[CH:19]([CH3:43])[CH2:20][CH:21]([O:41][CH3:42])[CH:22]([CH:23]([O:38][CH3:39])[CH2:24][CH:25]([CH3:37])[CH2:26][C:27]([CH3:36])=[CH:28][CH:29]([CH2:33][CH:34]=[CH2:35])[C:30](=[O:32])[CH2:31]1)[O:40]2)(=[O:3])[CH3:4].[C:78](=[O:79])([O-:80])[O-:81].[CH3:89][CH2:90][O:91][CH2:92][CH3:93].[K+:82].[K+:83].[O:84]1[CH2:85][CH2:86][CH2:87][CH2:88]1>>[CH:5]1=[CH:31][C:30](=[O:32])[CH:29]([CH2:33][CH:34]=[CH2:35])[CH:28]=[C:27]([CH3:36])[CH2:26][CH:25]([CH3:37])[CH2:24][CH:23]([O:38][CH3:39])[CH:22]2[CH:21]([O:41][CH3:42])[CH2:20][CH:19]([CH3:43])[C:18]([OH:44])([C:17](=[O:45])[C:16](=[O:46])[N:15]3[CH:10]([C:9](=[O:47])[O:8][CH:7]([C:48](=[CH:49][C:50]4([O:62][SiH:63]([c:64]5[cH:65][cH:66][cH:67][cH:68][cH:69]5)[c:70]5[cH:71][cH:72][cH:73][cH:74][cH:75]5)[CH2:51][CH:52]([O:60][CH3:61])[CH:53]([C:56]([CH3:57])([CH3:58])[CH3:59])[CH2:54][CH2:55]4)[CH3:76])[CH:6]1[CH3:77])[CH2:11][CH2:12][CH2:13][CH2:14]3)[O:40]2.